describe an organic reaction: reactants, conditions, products, and yield From a dataset of the Open Reaction Database (ORD), a public repository of structured organic reaction records. Yields the product ClC1=CC=C(C=C1)C1=NC=2C(=NC=CC2)N1CC(=O)NC (2-(4-Chlorophenyl)-N-methyl-3H-imidazo[4,5-b]pyridine-3-acetamide). Reported procedure: Under a nitrogen atmosphere, a suspension of 2-(4-chlorophenyl)-3H-imidazo[4,5-b]pyridine-3-acetic acid 6.0 g (0.021 mole) and 1,1'-carbonyldiimidazole (3.39 g, 0.021 mole) in tetrahydrofuran (150 ml) was refluxed, with stirring, for 2.5 hrs. The mixture was cooled to room temperature and a solution of 3.6 g (0.116 mole) of monomethylamine in tetrahydrofuran (60 ml) was added dropwise and the reaction mixture was stirred at room temperature overnight. The tetrahydrofuran was evaporated and the r... Conditions: time 2.5 hour. RXN SMILES: [Cl:1][C:2]1[CH:7]=[CH:6][C:5]([C:8]2[N:16]([CH2:17][C:18]([OH:20])=O)[C:11]3=[N:12][CH:13]=[CH:14][CH:15]=[C:10]3[N:9]=2)=[CH:4][CH:3]=1.[C:21](N1C=CN=C1)([N:23]1C=CN=C1)=O.CN.O>O1CCCC1>[Cl:1][C:2]1[CH:3]=[CH:4][C:5]([C:8]2[N:16]([CH2:17][C:18]([NH:23][CH3:21])=[O:20])[C:11]3=[N:12][CH:13]=[CH:14][CH:15]=[C:10]3[N:9]=2)=[CH:6][CH:7]=1. Solvent: O1CCCC1 (tetrahydrofuran), O1CCCC1 (tetrahydrofuran). Yield: 47.5%. Reactants: CN (monomethylamine), O (water), ClC1=CC=C(C=C1)C1=NC=2C(=NC=CC2)N1CC(=O)O (2-(4-chlorophenyl)-3H-imidazo[4,5-b]pyridine-3-acetic acid), C(=O)(N1C=NC=C1)N1C=NC=C1 (1,1'-carbonyldiimidazole). Reactants: C(C=C)N1CC2(N=C(SCC2C1)NC(C1=CC=CC=C1)=O)C=1SC(=CC1)F (racemic N-[6-allyl-7a-(5-fluoro-2-thienyl)-4,4a,5,7-tetrahydropyrrolo[3,4-d][1,3]thiazin-2-yl]benzamide), N,N-Dimethylbarbituric acid. Reagents/catalysts: C=1C=CC(=CC1)[P](C=2C=CC=CC2)(C=3C=CC=CC3)[Pd]([P](C=4C=CC=CC4)(C=5C=CC=CC5)C=6C=CC=CC6)([P](C=7C=CC=CC7)(C=8C=CC=CC8)C=9C=CC=CC9)[P](C=1C=CC=CC1)(C=1C=CC=CC1)C=1C=CC=CC1 (Tetrakis(triphenylphosphine)palladium). Solvent: ClCCl (dichloromethane), C(Cl)(Cl)Cl (chloroform). Conditions: time 5 minute. The product is FC1=CC=C(S1)C12N=C(SCC1CNC2)NC(C2=CC=CC=C2)=O (Racemic N-[7a-(5-Fluoro-2-thienyl)-4a,5,6,7-tetrahydro-4H-pyrrolo[3,4-d][1,3]thiazin-2-yl]benzamide). The yield is 92.0%. As a reaction SMILES: C([N:4]1[CH2:12][CH:11]2[C:6]([C:22]3[S:23][C:24]([F:27])=[CH:25][CH:26]=3)([N:7]=[C:8]([NH:13][C:14](=[O:21])[C:15]3[CH:20]=[CH:19][CH:18]=[CH:17][CH:16]=3)[S:9][CH2:10]2)[CH2:5]1)C=C>C(Cl)(Cl)Cl.ClCCl.C1C=CC([P]([Pd]([P](C2C=CC=CC=2)(C2C=CC=CC=2)C2C=CC=CC=2)([P](C2C=CC=CC=2)(C2C=CC=CC=2)C2C=CC=CC=2)[P](C2C=CC=CC=2)(C2C=CC=CC=2)C2C=CC=CC=2)(C2C=CC=CC=2)C2C=CC=CC=2)=CC=1>[F:27][C:24]1[S:23][C:22]([C:6]23[CH2:5][NH:4][CH2:12][CH:11]2[CH2:10][S:9][C:8]([NH:13][C:14](=[O:21])[C:15]2[CH:20]=[CH:19][CH:18]=[CH:17][CH:16]=2)=[N:7]3)=[CH:26][CH:25]=1 |^1:38,40,59,78|. Reported procedure: Through a stirred solution of racemic N-[6-allyl-7a-(5-fluoro-2-thienyl)-4,4a,5,7-tetrahydropyrrolo[3,4-d][1,3]thiazin-2-yl]benzamide (163 mg, 0.406 mmol) in chloroform (4.1 mL) is passed a stream of nitrogen for 20 minutes. N,N-Dimethylbarbituric acid (380 mg, 2.44 mmol) is added and degassing is continued for a further 5 minutes. Tetrakis(triphenylphosphine)palladium (70 mg, 0.061 mmol) is added and the mixture is stirred under nitrogen at room temperature for 45 minutes. The mixture is dilute... Reactants: O=C(OCc1ccccc1)C(O)c1ccccc1, ClCCl, CC(C)OC(=O)N=NC(=O)OC(C)C, O=C1c2ccccc2C(=O)N1O, c1ccc(P(c2ccccc2)c2ccccc2)cc1. The product is O=C(OCc1ccccc1)C(ON1C(=O)c2ccccc2C1=O)c1ccccc1. RXN SMILES: [CH2:1]([c:2]1[cH:3][cH:4][cH:5][cH:6][cH:7]1)[O:8][C:9]([CH:10]([c:11]1[cH:12][cH:13][cH:14][cH:15][cH:16]1)[OH:17])=[O:18].[Cl:64][CH2:65][Cl:66].[O:50]=[C:51]([O:52][CH:53]([CH3:54])[CH3:55])[N:56]=[N:57][C:58]([O:59][CH:60]([CH3:61])[CH3:62])=[O:63].[OH:19][N:20]1[C:21](=[O:30])[c:22]2[c:23]([cH:26][cH:27][cH:28][cH:29]2)[C:24]1=[O:25].[c:31]1([P:32]([c:33]2[cH:34][cH:35][cH:36][cH:37][cH:38]2)[c:39]2[cH:40][cH:41][cH:42][cH:43][cH:44]2)[cH:45][cH:46][cH:47][cH:48][cH:49]1>>[CH2:1]([c:2]1[cH:3][cH:4][cH:5][cH:6][cH:7]1)[O:8][C:9]([CH:10]([c:11]1[cH:12][cH:13][cH:14][cH:15][cH:16]1)[O:17][N:20]1[C:21](=[O:30])[c:22]2[c:23]([cH:26][cH:27][cH:28][cH:29]2)[C:24]1=[O:25])=[O:18]. The reactants are FC=1C=C(C=C(C1)F)CC(=O)N[C@@H](C)C(=O)N[C@@H](C)C(=O)O (N-[N-(3,5-Difluorophenylacetyl)-L-alaninyl]-L-alanine), S1CNCC1 (thiazolidine). The solvent is C(Cl)(Cl)Cl.CO (CHCl3 MeOH). Yields the product FC=1C=C(C=C(C1)F)CC(=O)N[C@@H](C)C(=O)N[C@@H](C)C(=O)N1CSCC1 (3-[N-[N-(3,5-Difluorophenylacetyl)-L-alaninyl]-L-alaninyl]thiazolidine). As a reaction SMILES: [F:1][C:2]1[CH:3]=[C:4]([CH2:9][C:10]([NH:12][C@H:13]([C:15]([NH:17][C@H:18]([C:20]([OH:22])=O)[CH3:19])=[O:16])[CH3:14])=[O:11])[CH:5]=[C:6]([F:8])[CH:7]=1.[S:23]1[CH2:27][CH2:26][NH:25][CH2:24]1>C(Cl)(Cl)Cl.CO>[F:8][C:6]1[CH:5]=[C:4]([CH2:9][C:10]([NH:12][C@H:13]([C:15]([NH:17][C@H:18]([C:20]([N:25]2[CH2:26][CH2:27][S:23][CH2:24]2)=[O:22])[CH3:19])=[O:16])[CH3:14])=[O:11])[CH:3]=[C:2]([F:1])[CH:7]=1 |f:2.3|. Procedure details: Following General Procedure C and using N-[N-(3,5-difluorophenylacetyl)-L-alaninyl]-L-alanine (from Example D7 above) and thiazolidine (Aldrich), the title compound was prepared as a solid. The reaction was monitored by tlc (Rf=0.25 in 9:1 CHCl3/MeOH). Reactants: C(CCC)N1N=C(C(=C1CC1=CC=C(C=C1)C1=C(C=CC=C1)S(=O)(=O)NC(=O)OC(C)(C)C)C(=O)OC)C (Methyl 1-butyl-3-methyl-5-[[2'-(tert-butoxycarbonylaminosulfonyl)-1,1'-biphenyl-4-yl]methyl]-1H-pyrazole-4-carboxylate), [OH-].[Na+] (NaOH). Run in CCO (EtOH). Reaction conditions: time 6 day. Product: C(CCC)N1N=C(C(=C1CC1=CC=C(C=C1)C1=C(C=CC=C1)S(=O)(=O)NC(=O)OC(C)(C)C)C(=O)O)C (1-Butyl-3-methyl-5-[[2'-(tert-butoxycarbonylaminosulfonyl)-1,1'-biphenyl-4-yl]methyl]-1H-pyrazole-4-carboxylic acid). Yield: 37.9%. Reaction SMILES: [CH2:1]([N:5]1[C:9]([CH2:10][C:11]2[CH:16]=[CH:15][C:14]([C:17]3[CH:22]=[CH:21][CH:20]=[CH:19][C:18]=3[S:23]([NH:26][C:27]([O:29][C:30]([CH3:33])([CH3:32])[CH3:31])=[O:28])(=[O:25])=[O:24])=[CH:13][CH:12]=2)=[C:8]([C:34]([O:36]C)=[O:35])[C:7]([CH3:38])=[N:6]1)[CH2:2][CH2:3][CH3:4].[OH-].[Na+]>CCO>[CH2:1]([N:5]1[C:9]([CH2:10][C:11]2[CH:12]=[CH:13][C:14]([C:17]3[CH:22]=[CH:21][CH:20]=[CH:19][C:18]=3[S:23]([NH:26][C:27]([O:29][C:30]([CH3:31])([CH3:32])[CH3:33])=[O:28])(=[O:24])=[O:25])=[CH:15][CH:16]=2)=[C:8]([C:34]([OH:36])=[O:35])[C:7]([CH3:38])=[N:6]1)[CH2:2][CH2:3][CH3:4] |f:1.2|. Procedure details: A mixture of the compound obtained in example 51 (0.26 g, 0.5 mmol), 2N NaOH (2.5 mL) and EtOH (25 mL) was stirred at room temperature for 6 days. The solvent was removed and the residue taken up in EtOAc-H2O. The aqueous phase was acidified and extracted with EtOAc, dried and concentrated to afford the desired product as a white solid (0.1 g, 38%). Yields the product COC(C1=CC(=C(C=C1)NC(=O)N(C=1N(N=C2C=CC=CC12)C1=CC=C(C=C1)Cl)CC1=CC=CC=C1)Cl)=O (4-{3-Benzyl-3-[2-(4-chloro-phenyl)-2H-indazol-3-yl]-ureido}-3-chloro-benzoic acid methyl ester). Procedure: In analogy to the procedure described in example 1.2, benzyl-[2-(4-chloro-phenyl)-2H-indazol-3-yl]-amine (example 7.1) was reacted with 3-chloro-4-isocyanato-benzoic acid methyl ester in toluene for 72 h under reflux conditions to give the title compound as yellow oil. MS: m/e=547.0 [M+H+]. Reaction SMILES: [CH2:1]([NH:8][C:9]1[N:10]([C:18]2[CH:23]=[CH:22][C:21]([Cl:24])=[CH:20][CH:19]=2)[N:11]=[C:12]2[C:17]=1[CH:16]=[CH:15][CH:14]=[CH:13]2)[C:2]1[CH:7]=[CH:6][CH:5]=[CH:4][CH:3]=1.[CH3:25][O:26][C:27](=[O:38])[C:28]1[CH:33]=[CH:32][C:31]([N:34]=[C:35]=[O:36])=[C:30]([Cl:37])[CH:29]=1>C1(C)C=CC=CC=1>[CH3:25][O:26][C:27](=[O:38])[C:28]1[CH:33]=[CH:32][C:31]([NH:34][C:35]([N:8]([CH2:1][C:2]2[CH:3]=[CH:4][CH:5]=[CH:6][CH:7]=2)[C:9]2[N:10]([C:18]3[CH:19]=[CH:20][C:21]([Cl:24])=[CH:22][CH:23]=3)[N:11]=[C:12]3[C:17]=2[CH:16]=[CH:15][CH:14]=[CH:13]3)=[O:36])=[C:30]([Cl:37])[CH:29]=1. The solvent is C1(=CC=CC=C1)C (toluene). The reactants are C(C1=CC=CC=C1)NC=1N(N=C2C=CC=CC12)C1=CC=C(C=C1)Cl (benzyl-[2-(4-chloro-phenyl)-2H-indazol-3-yl]-amine), COC(C1=CC(=C(C=C1)N=C=O)Cl)=O (3-chloro-4-isocyanato-benzoic acid methyl ester). Reactants: (+)-(4aR)-(10bR)-4-methyl-10b-methyl-1,2,3,4,4a,5,6,10b-octahydrobenzo[f]quinolin-3-one 8-boronic acid, BrC=1C=CC(=NC1)NC(=O)C(C)(C)C (5-bromo-2-(t-butylcarbonylamino)pyridine), C([O-])([O-])=O.[Na+].[Na+] (sodium carbonate), C1CCOC1 (THF). The reagents and catalysts are [Pd].C1(=CC=CC=C1)P(C1=CC=CC=C1)C1=CC=CC=C1.C1(=CC=CC=C1)P(C1=CC=CC=C1)C1=CC=CC=C1.C1(=CC=CC=C1)P(C1=CC=CC=C1)C1=CC=CC=C1.C1(=CC=CC=C1)P(C1=CC=CC=C1)C1=CC=CC=C1 (tetrakis (triphenylphosphine) palladium (0)). The solvent is C(C)(=O)OCC (ethyl acetate). Yields the product CN1C(CC[C@@]2(C3=C(CC[C@@H]12)C=C(C=C3)C=3C=CC(=NC3)NC(=O)C(C)(C)C)C)=O ((+)-(4aR)-(10bR)-4-methyl-8-[2-(t-butylcarbonylamino)-5-pyridinyl]-10b-methyl-1,2,3,4,4a,5,6,10b-octahydrobenzo[f]quinolin-3-one). Isolated yield 32.0%. RXN SMILES: Br[C:2]1[CH:3]=[CH:4][C:5]([NH:8][C:9]([C:11]([CH3:14])([CH3:13])[CH3:12])=[O:10])=[N:6][CH:7]=1.[C:15](=[O:18])([O-])[O-].[Na+].[Na+].[CH2:21]1[CH2:25]O[CH2:23][CH2:22]1>C(OCC)(=O)C.[Pd].C1(P(C2C=CC=CC=2)C2C=CC=CC=2)C=CC=CC=1.C1(P(C2C=CC=CC=2)C2C=CC=CC=2)C=CC=CC=1.C1(P(C2C=CC=CC=2)C2C=CC=CC=2)C=CC=CC=1.C1(P(C2C=CC=CC=2)C2C=CC=CC=2)C=CC=CC=1>[CH3:7][N:6]1[C@H:5]2[C@@:21]([CH3:25])([C:21]3[CH:25]=[CH:12][C:11]([C:2]4[CH:3]=[CH:4][C:5]([NH:8][C:9]([C:11]([CH3:14])([CH3:13])[CH3:12])=[O:10])=[N:6][CH:7]=4)=[CH:9][C:22]=3[CH2:23][CH2:4]2)[CH2:22][CH2:23][C:15]1=[O:18] |f:1.2.3,6.7.8.9.10|. Procedure: A 15 mL round bottom flask was charged with (+)-(4aR)-(10bR)-4-methyl-10b-methyl-1,2,3,4,4a,5,6,10b-octahydrobenzo[f]quinolin-3-one-8-boronic acid 178 mg, 0.65 mmol), tetrakis (triphenylphosphine) palladium (0) (23 mg, 0.02 mmol), 5-bromo-2-(t-butylcarbonylamino)pyridine 167 mg, 0.65 mmol), 0.65 mL of 2M aqueous sodium carbonate and mL of THF, fitted with a reflux condenser, and the stirred mixture was heated at 80°, under nitrogen, for 24 h. The mixture was cooled, diluted with ethyl acetate (7... Reactants: C1COCCN1, CCO, O=C(Nc1ccc(OCCCCl)c2ccccc12)c1cc(F)cc(N2CCCCC2)c1. Product: O=C(Nc1ccc(OCCCN2CCOCC2)c2ccccc12)c1cc(F)cc(N2CCCCC2)c1. RXN SMILES: [CH2:32]1[CH2:33][O:34][CH2:35][CH2:36][NH:37]1.[CH3:38][CH2:39][OH:40].[Cl:1][CH2:2][CH2:3][CH2:4][O:5][c:6]1[cH:7][cH:8][c:9]([NH:16][C:17]([c:18]2[cH:19][c:20]([F:30])[cH:21][c:22]([N:24]3[CH2:25][CH2:26][CH2:27][CH2:28][CH2:29]3)[cH:23]2)=[O:31])[c:10]2[cH:11][cH:12][cH:13][cH:14][c:15]12>>[CH2:2]([CH2:3][CH2:4][O:5][c:6]1[cH:7][cH:8][c:9]([NH:16][C:17]([c:18]2[cH:19][c:20]([F:30])[cH:21][c:22]([N:24]3[CH2:25][CH2:26][CH2:27][CH2:28][CH2:29]3)[cH:23]2)=[O:31])[c:10]2[cH:11][cH:12][cH:13][cH:14][c:15]12)[N:37]1[CH2:32][CH2:33][O:34][CH2:35][CH2:36]1.